The task is: describe an organic reaction: reactants, conditions, products, and yield. This data is from the Open Reaction Database (ORD), a public repository of structured organic reaction records. Reactants: ClC=1C=C(C=CC1)C(C(=O)O)C (2-(3-Chlorophenyl)propionic acid), ClC1=C(CNC(C(C)C2=C(C=CC=C2)Cl)=O)C=CC=C1C(F)(F)F (N-(2-Chloro-3-trifluoromethylbenzyl)-2-(2-chlorophenyl)propionamide). Yields the product ClC1(CC(CNC(C(C)C2=C(C=CC=C2)Cl)=O)=CC=C1)C(F)(F)F (N-(3-Chloro-3-trifluoromethylbenzyl)-2-(2-chlorophenyl)propionamide). Yield: 22.0%. Reaction SMILES: [Cl:1]C1C=C(C(C)C(O)=O)C=CC=1.Cl[C:14]1[C:32]([C:33]([F:36])([F:35])[F:34])=[CH:31][CH:30]=[CH:29][C:15]=1[CH2:16][NH:17][C:18](=[O:28])[CH:19]([C:21]1[CH:26]=[CH:25][CH:24]=[CH:23][C:22]=1[Cl:27])[CH3:20]>>[Cl:1][C:32]1([C:33]([F:36])([F:35])[F:34])[CH:31]=[CH:30][CH:29]=[C:15]([CH2:16][NH:17][C:18](=[O:28])[CH:19]([C:21]2[CH:26]=[CH:25][CH:24]=[CH:23][C:22]=2[Cl:27])[CH3:20])[CH2:14]1. Procedure: The titled compound was prepared from 2-(3-Chlorophenyl)propionic acid in 22% yield in the same manner as the preparation of N-(2-Chloro-3-trifluoromethylbenzyl)-2-(2-chlorophenyl)propionamide in Example 184b. MS (ESI) 376 (MH+). The reactants are NC1=NC=NC2=CC=C(C=C12)NC(CCC1CCCC1)=O (4-amino-6-(3-cyclopentylpropionamido)quinazoline), C(C)OC=C(C(=O)OCC)C(=O)OCC (diethyl ethoxymethylenepropanedioate), O (water). Run in CN(C=O)C (N,N-dimethylformamide). Conditions: temperature 100 celsius, time 3 hour. The product is O=C1C(=CN=C2N1C=NC=1C=CC(=CC21)NC(CCC2CCCC2)=O)C(=O)OCC (ethyl 4-oxo-10-(3-cyclopentylpropionamido)-4H-pyrimido[1,2-C]quinazoline-3-carboxylate). Isolated yield 38.0%. RXN SMILES: [NH2:1][C:2]1[C:11]2[C:6](=[CH:7][CH:8]=[C:9]([NH:12][C:13](=[O:21])[CH2:14][CH2:15][CH:16]3[CH2:20][CH2:19][CH2:18][CH2:17]3)[CH:10]=2)[N:5]=[CH:4][N:3]=1.C([O:24][CH:25]=[C:26]([C:32](OCC)=O)[C:27]([O:29][CH2:30][CH3:31])=[O:28])C.O>CN(C)C=O>[O:24]=[C:25]1[N:3]2[CH:4]=[N:5][C:6]3[CH:7]=[CH:8][C:9]([NH:12][C:13](=[O:21])[CH2:14][CH2:15][CH:16]4[CH2:20][CH2:19][CH2:18][CH2:17]4)=[CH:10][C:11]=3[C:2]2=[N:1][CH:32]=[C:26]1[C:27]([O:29][CH2:30][CH3:31])=[O:28]. Reported procedure: A mixture of 4-amino-6-(3-cyclopentylpropionamido)quinazoline (4.4 g) and diethyl ethoxymethylenepropanedioate (5.5 g) in N,N-dimethylformamide (20 ml) was stirred at 100° C. for 3 hours. To the reaction mixture was added water. The resulting crystals were collected by filtration, washed with water, and suspended in dichloromethane under heating. After the suspension was cooled to ambient temperature, the resulting crystals were collected by filtration and washed with dichloromethane. There was ... Starting materials: OC(C(C)C)(C=1N=CN(C1)C(C1=CC=CC=C1)(C1=CC=CC=C1)C1=CC=CC=C1)C1=CC=C(C=C1)B(O)O (4-[1-hydroxy-2-methyl-1-(1-trityl-1H-imidazol-4-yl)propyl]phenylboronic acid), BrC=1C=NC=C(C(=O)NC)C1 (5-bromo-N-methylnicotinamide). The reagents and catalysts are C=1C=CC(=CC1)[P](C=2C=CC=CC2)(C=3C=CC=CC3)[Pd]([P](C=4C=CC=CC4)(C=5C=CC=CC5)C=6C=CC=CC6)([P](C=7C=CC=CC7)(C=8C=CC=CC8)C=9C=CC=CC9)[P](C=1C=CC=CC1)(C=1C=CC=CC1)C=1C=CC=CC1 (tetrakis(triphenylphosphine)palladium(0)). Yields the product OC(C(C)C)(C=1N=CN(C1)C(C1=CC=CC=C1)(C1=CC=CC=C1)C1=CC=CC=C1)C1=CC=C(C=C1)C=1C=NC=C(C(=O)NC)C1 (5-{4-[1-hydroxy-2-methyl-1-(1-trityl-1H-imidazol-4-yl)propyl]phenyl}-N-methylnicotinamide). Isolated yield 45.3%. As a reaction SMILES: [OH:1][C:2]([C:30]1[CH:35]=[CH:34][C:33](B(O)O)=[CH:32][CH:31]=1)([C:6]1[N:7]=[CH:8][N:9]([C:11]([C:24]2[CH:29]=[CH:28][CH:27]=[CH:26][CH:25]=2)([C:18]2[CH:23]=[CH:22][CH:21]=[CH:20][CH:19]=2)[C:12]2[CH:17]=[CH:16][CH:15]=[CH:14][CH:13]=2)[CH:10]=1)[CH:3]([CH3:5])[CH3:4].Br[C:40]1[CH:41]=[N:42][CH:43]=[C:44]([CH:49]=1)[C:45]([NH:47][CH3:48])=[O:46]>C1C=CC([P]([Pd]([P](C2C=CC=CC=2)(C2C=CC=CC=2)C2C=CC=CC=2)([P](C2C=CC=CC=2)(C2C=CC=CC=2)C2C=CC=CC=2)[P](C2C=CC=CC=2)(C2C=CC=CC=2)C2C=CC=CC=2)(C2C=CC=CC=2)C2C=CC=CC=2)=CC=1>[OH:1][C:2]([C:30]1[CH:35]=[CH:34][C:33]([C:40]2[CH:41]=[N:42][CH:43]=[C:44]([CH:49]=2)[C:45]([NH:47][CH3:48])=[O:46])=[CH:32][CH:31]=1)([C:6]1[N:7]=[CH:8][N:9]([C:11]([C:24]2[CH:29]=[CH:28][CH:27]=[CH:26][CH:25]=2)([C:18]2[CH:23]=[CH:22][CH:21]=[CH:20][CH:19]=2)[C:12]2[CH:17]=[CH:16][CH:15]=[CH:14][CH:13]=2)[CH:10]=1)[CH:3]([CH3:5])[CH3:4] |^1:53,55,74,93|. Procedure: By the reaction in the same manner as in Example 33-(ii) using 4-[1-hydroxy-2-methyl-1-(1-trityl-1H-imidazol-4-yl)propyl]phenylboronic acid (3.0 g), 5-bromo-N-methylnicotinamide (1.01 g) and tetrakis(triphenylphosphine)palladium(0) (0.177 g), the title compound (1.26 g) was obtained as colorless powder crystals. Starting materials: IC1=CC=C(C=C1)[C@@H]1[C@@H](CCC1)NS(=O)(=O)C(C)C ((+,−) Cis propane-2-sulfonic acid [2-(4-iodo-phenyl)-cyclopentyl]-amide), C1(=CC=CC=C1)B(O)O (phenylboronic acid). Product: C1(=CC=C(C=C1)[C@@H]1[C@@H](CCC1)NS(=O)(=O)C(C)C)C1=CC=CC=C1 ((+,−) Cis Propane-2-sulfonic Acid (2-biphenyl-4-yl-cyclopentyl)-amide). Yield: 52.1%. As a reaction SMILES: I[C:2]1[CH:7]=[CH:6][C:5]([C@H:8]2[CH2:12][CH2:11][CH2:10][C@H:9]2[NH:13][S:14]([CH:17]([CH3:19])[CH3:18])(=[O:16])=[O:15])=[CH:4][CH:3]=1.[C:20]1(B(O)O)[CH:25]=[CH:24][CH:23]=[CH:22][CH:21]=1>>[C:2]1([C:20]2[CH:25]=[CH:24][CH:23]=[CH:22][CH:21]=2)[CH:7]=[CH:6][C:5]([C@H:8]2[CH2:12][CH2:11][CH2:10][C@H:9]2[NH:13][S:14]([CH:17]([CH3:19])[CH3:18])(=[O:16])=[O:15])=[CH:4][CH:3]=1. Procedure details: The Suzuki coupling of (+,−) Cis propane-2-sulfonic acid [2-(4-iodo-phenyl)-cyclopentyl]-amide (167 mg, 0.43 mmol, prepared in example 17) and phenylboronic acid (62 mg, 0.51 mmol) was accomplished in a manner analogous to the procedure described in example 27. The reaction was worked up in a manner analogous to example 3. Purification by silica chromatography using a Chromatotron® was achieved eluting with methylene chloride. Further purification was achieved by reverse phase C18 chromatography... Reaction SMILES: [CH:26]([Cl:27])([Cl:28])[Cl:29].[S:22]([Cl:23])([Cl:24])=[O:25].[c:1]1([S:7](=[O:8])(=[O:9])[CH2:10][CH2:11][CH2:12][O:13][c:14]2[cH:15][cH:16][c:17]([CH2:18][OH:19])[cH:20][cH:21]2)[cH:2][cH:3][cH:4][cH:5][cH:6]1>>[c:1]1([S:7](=[O:8])(=[O:9])[CH2:10][CH2:11][CH2:12][O:13][c:14]2[cH:15][cH:16][c:17]([CH2:18][Cl:24])[cH:20][cH:21]2)[cH:2][cH:3][cH:4][cH:5][cH:6]1. The product is O=S(=O)(CCCOc1ccc(CCl)cc1)c1ccccc1. Reactants: ClC(Cl)Cl, O=S(Cl)Cl, O=S(=O)(CCCOc1ccc(CO)cc1)c1ccccc1.